This data is from the Open Reaction Database (ORD), a public repository of structured organic reaction records. The task is: describe an organic reaction: reactants, conditions, products, and yield Reactants: CCOC(=O)c1nc(Br)c2c(c1O)c1ccccc1n2-c1ccccc1, C[Sn](C)(C)C, CCOC(C)=O, CN(C)C=O, Cl[Pd]Cl, c1ccc(P(c2ccccc2)c2ccccc2)cc1, c1ccc(P(c2ccccc2)c2ccccc2)cc1. The product is CCOC(=O)c1nc(C)c2c(c1O)c1ccccc1n2-c1ccccc1. As a reaction SMILES: [CH2:1]([CH3:2])[O:3][C:4](=[O:5])[c:6]1[n:7][c:8]([Br:26])[c:9]2[n:10](-[c:20]3[cH:21][cH:22][cH:23][cH:24][cH:25]3)[c:11]3[cH:12][cH:13][cH:14][cH:15][c:16]3[c:17]2[c:18]1[OH:19].[CH3:27][Sn:28]([CH3:29])([CH3:30])[CH3:31].[CH3:37][CH2:38][O:39][C:40]([CH3:41])=[O:42].[O:32]=[CH:33][N:34]([CH3:35])[CH3:36].[Pd:43]([Cl:44])[Cl:45].[c:46]1([P:47]([c:48]2[cH:49][cH:50][cH:51][cH:52][cH:53]2)[c:54]2[cH:55][cH:56][cH:57][cH:58][cH:59]2)[cH:60][cH:61][cH:62][cH:63][cH:64]1.[c:65]1([P:66]([c:67]2[cH:68][cH:69][cH:70][cH:71][cH:72]2)[c:73]2[cH:74][cH:75][cH:76][cH:77][cH:78]2)[cH:79][cH:80][cH:81][cH:82][cH:83]1>>[CH2:1]([CH3:2])[O:3][C:4](=[O:5])[c:6]1[n:7][c:8]([CH3:27])[c:9]2[n:10](-[c:20]3[cH:21][cH:22][cH:23][cH:24][cH:25]3)[c:11]3[cH:12][cH:13][cH:14][cH:15][c:16]3[c:17]2[c:18]1[OH:19]. The reactants are OCCC=1NC2=CC=C(C=C2C1)CC(=O)OC (methyl 2-(2-hydroxyethyl)indole-5-acetate), C1=CC=C(C=C1)P(C2=CC=CC=C2)C3=CC=CC=C3 (Ph3P), C1(=CC=CC=C1)C1=COC2=C1C=CC(=C2CCC)O (3-phenyl-6-hydroxy-7-propylbenzofuran), N(=NC(=O)OC(C)C)C(=O)OC(C)C (diisopropyl azodicarboxylate). Solvent: C1CCOC1 (THF). Run at time 8 hour. Product: C1(=CC=CC=C1)C1=COC2=C1C=CC(=C2CCC)OCCC=2NC1=CC=C(C=C1C2)CC(=O)OC (Methyl 2-(2-(3-phenyl-7-propylbenzofuran-6-yloxy)-ethyl)-indole-5-acetate). Isolated yield 24.9%. Reaction SMILES: [OH:1][CH2:2][CH2:3][C:4]1[NH:5][C:6]2[C:11]([CH:12]=1)=[CH:10][C:9]([CH2:13][C:14]([O:16][CH3:17])=[O:15])=[CH:8][CH:7]=2.C1C=CC(P(C2C=CC=CC=2)C2C=CC=CC=2)=CC=1.[C:37]1([C:43]2[C:47]3[CH:48]=[CH:49][C:50](O)=[C:51]([CH2:52][CH2:53][CH3:54])[C:46]=3[O:45][CH:44]=2)[CH:42]=[CH:41][CH:40]=[CH:39][CH:38]=1.N(C(OC(C)C)=O)=NC(OC(C)C)=O>C1COCC1>[C:37]1([C:43]2[C:47]3[CH:48]=[CH:49][C:50]([O:1][CH2:2][CH2:3][C:4]4[NH:5][C:6]5[C:11]([CH:12]=4)=[CH:10][C:9]([CH2:13][C:14]([O:16][CH3:17])=[O:15])=[CH:8][CH:7]=5)=[C:51]([CH2:52][CH2:53][CH3:54])[C:46]=3[O:45][CH:44]=2)[CH:38]=[CH:39][CH:40]=[CH:41][CH:42]=1. Reported procedure: To a solution of the methyl 2-(2-hydroxyethyl)indole-5-acetate (37.6 mg; 0.16 mmol), Ph3P (47 mg; 1.1 eq), 3-phenyl-6-hydroxy-7-propylbenzofuran (45 mg; 1.1 eq) and THF (5 mL) was added diisopropyl azodicarboxylate (35 μL; 1.1 eq), and the mixture was stirred at room temperature overnight. The mixture was concentrated and chromatographed (silica gel, hexane:ethyl acetate::9:1 to 4:1) affording 18.6 mg of the title compound. Starting materials: Cc1c(Cl)cnn(C(C)(C)C)c1=O, CC(C)(C)c1ccc(CS)cc1, [H-], [Na+], C1CCOC1. The product is Cc1c(SCc2ccc(C(C)(C)C)cc2)cnn(C(C)(C)C)c1=O. As a reaction SMILES: [C:15]([CH3:16])([CH3:17])([CH3:18])[n:19]1[n:20][cH:21][c:22]([Cl:27])[c:23]([CH3:26])[c:24]1=[O:25].[C:3]([CH3:4])([CH3:5])([CH3:6])[c:7]1[cH:8][cH:9][c:10]([CH2:11][SH:12])[cH:13][cH:14]1.[H-:1].[Na+:2].[O:28]1[CH2:29][CH2:30][CH2:31][CH2:32]1>>[C:3]([CH3:4])([CH3:5])([CH3:6])[c:7]1[cH:8][cH:9][c:10]([CH2:11][S:12][c:22]2[cH:21][n:20][n:19]([C:15]([CH3:16])([CH3:17])[CH3:18])[c:24](=[O:25])[c:23]2[CH3:26])[cH:13][cH:14]1. Reactants: BrB(Br)Br, COC(=O)c1cc2ccc(OC)cc2[nH]1, ClCCl, O. RXN SMILES: [B:19]([Br:20])([Br:21])[Br:22].[CH3:4][O:5][C:6](=[O:7])[c:8]1[nH:9][c:10]2[cH:11][c:12]([O:17][CH3:18])[cH:13][cH:14][c:15]2[cH:16]1.[Cl:1][CH2:2][Cl:3].[OH2:23]>>[CH3:4][O:5][C:6](=[O:7])[c:8]1[nH:9][c:10]2[cH:11][c:12]([OH:17])[cH:13][cH:14][c:15]2[cH:16]1. The product is COC(=O)c1cc2ccc(O)cc2[nH]1. Reactants: [Br-], Cc1ccc(S(=O)(=O)OC2=NN(c3ncccc3Cl)C(C(=O)Nc3ccc(Cl)cc3C(=O)NC(C)C3CC3)C2)cc1, CN(C)C=O, [NH4+], O. Yields the product CC(NC(=O)c1cc(Cl)ccc1NC(=O)C1CC(Br)=NN1c1ncccc1Cl)C1CC1. As a reaction SMILES: [Br-:1].[CH3:3][c:4]1[cH:5][cH:6][c:7]([S:8]([O:9][C:14]2=[N:15][N:16]([c:37]3[n:38][cH:39][cH:40][cH:41][c:42]3[Cl:43])[CH:17]([C:19]([NH:20][c:21]3[c:22]([C:28]([NH:29][CH:30]([CH3:31])[CH:32]4[CH2:33][CH2:34]4)=[O:35])[cH:23][c:24]([Cl:27])[cH:25][cH:26]3)=[O:36])[CH2:18]2)(=[O:10])=[O:11])[cH:12][cH:13]1.[CH3:44][N:45]([CH3:46])[CH:47]=[O:48].[NH4+:2].[OH2:49]>>[Br:1][C:14]1=[N:15][N:16]([c:37]2[n:38][cH:39][cH:40][cH:41][c:42]2[Cl:43])[CH:17]([C:19]([NH:20][c:21]2[c:22]([C:28]([NH:29][CH:30]([CH3:31])[CH:32]3[CH2:33][CH2:34]3)=[O:35])[cH:23][c:24]([Cl:27])[cH:25][cH:26]2)=[O:36])[CH2:18]1. The reactants are [BH4-], CCCCc1ccc(C=C[N+](=O)[O-])cc1, CC(=O)O, CS(C)=O, [Na+]. Yields the product CCCCc1ccc(CC[N+](=O)[O-])cc1. RXN SMILES: [BH4-:20].[CH2:5]([CH2:6][CH2:7][CH3:8])[c:9]1[cH:10][cH:11][c:12]([CH:15]=[CH:16][N+:17](=[O:18])[O-:19])[cH:13][cH:14]1.[CH3:1][C:2](=[O:3])[OH:4].[CH3:22][S:23](=[O:24])[CH3:25].[Na+:21]>>[CH2:5]([CH2:6][CH2:7][CH3:8])[c:9]1[cH:10][cH:11][c:12]([CH2:15][CH2:16][N+:17](=[O:18])[O-:19])[cH:13][cH:14]1.